Dataset: the Open Reaction Database (ORD), a public repository of structured organic reaction records. Task: describe an organic reaction: reactants, conditions, products, and yield Reactants: C1(=CC(=CC=C1)OC1=CC=C(CBr)C=C1)C (4-(3-tolyloxy)benzyl bromide), O (water), [H-].[Na+] (sodium hydride), CC=1NC2=C(N1)C=CC=C2 (2-methylbenzimidazole), resultant mixture. Run in CN(C=O)C (dimethylformamide), CN(C=O)C (dimethylformamide). Conditions: time 1 hour. Product: CC1=NC2=C(N1CC1=CC=C(C=C1)OC=1C=C(C=CC1)C)C=CC=C2 (2-methyl-1-[4-(3-tolyloxy)benzyl]benzimidazole). Yield: 71.1%. RXN SMILES: [H-].[Na+].[CH3:3][C:4]1[NH:5][C:6]2[CH:12]=[CH:11][CH:10]=[CH:9][C:7]=2[N:8]=1.[C:13]1([CH3:28])[CH:18]=[CH:17][CH:16]=[C:15]([O:19][C:20]2[CH:27]=[CH:26][C:23]([CH2:24]Br)=[CH:22][CH:21]=2)[CH:14]=1.O>CN(C)C=O>[CH3:3][C:4]1[N:8]([CH2:24][C:23]2[CH:22]=[CH:21][C:20]([O:19][C:15]3[CH:14]=[C:13]([CH3:28])[CH:18]=[CH:17][CH:16]=3)=[CH:27][CH:26]=2)[C:7]2[CH:9]=[CH:10][CH:11]=[CH:12][C:6]=2[N:5]=1 |f:0.1|. Procedure details: To a suspension of sodium hydride (0.14 g, 3.6 mmole; 62% in oil) in anhydrous dimethylformamide (10 ml), 2-methylbenzimidazole (0.48 g, 3.6 mmole) was added while stirring, and stirring was continued at room temperature for 1 hour. The resultant mixture was cooled to 5°-10° C., and a solution of 4-(3-tolyloxy)benzyl bromide (1.00 g, 3.6 mmole) in anhydrous dimethylformamide (5 ml) was dropwise added thereto in 30 minutes, followed by stirring at room temperature overnight. After completion of t...